From a dataset of the Open Reaction Database (ORD), a public repository of structured organic reaction records. describe an organic reaction: reactants, conditions, products, and yield The reactants are C(=O)([O-])[O-].[K+].[K+] (K2CO3), SC=1C=C(C=CC1)CO ((3-mercaptophenyl)methanol), BrC=1C=NC=C(C#N)C1 (5-bromonicotinonitrile). Solvent: CC(=O)N(C)C (DMA), CCOC(=O)C (EtOAc). Conditions: temperature 110 celsius. Product: OCC=1C=C(C=CC1)SC=1C=NC=C(C#N)C1 (5-(3-(hydroxymethyl)phenylthio)nicotinonitrile). Isolated yield 99.1%. RXN SMILES: C([O-])([O-])=O.[K+].[K+].[SH:7][C:8]1[CH:9]=[C:10]([CH2:14][OH:15])[CH:11]=[CH:12][CH:13]=1.Br[C:17]1[CH:18]=[N:19][CH:20]=[C:21]([CH:24]=1)[C:22]#[N:23]>CC(N(C)C)=O.CCOC(C)=O>[OH:15][CH2:14][C:10]1[CH:9]=[C:8]([S:7][C:17]2[CH:18]=[N:19][CH:20]=[C:21]([CH:24]=2)[C:22]#[N:23])[CH:13]=[CH:12][CH:11]=1 |f:0.1.2|. Reported procedure: Add K2CO3 (6.91 g, 50.0 mmol) to a solution of (3-mercaptophenyl)methanol (2.94 g, 21.0 mmol) and 5-bromonicotinonitrile (3.66 g, 20.0 mmol) in DMA (100 mL). Heat the mixture at 110° C. for 2 h. Cool to room temperature. Dilute with EtOAc. Filter. Wash the residue with EtOAc. Concentrate. Dissolve the residue in EtOAc and filter. Concentrate to afford the title compound (4.80 g, quant.): 1H NMR (CDCl3) δ 2.20 (t, J=5.5 Hz, 1H), 4.74 (d, J=5.5 Hz, 2H), 7.38-7.44 (m, 3H), 7.52-7.53 (m, 1H), 7.62 (... The reactants are solution, C(C)(C)[Mg]Cl (isopropylmagnesium chloride), BrC=1C=NC=C(C1)C#CC1=CC=C(C=C1)F (3-bromo-5-(4-fluorophenylethynyl)-pyridine), II (iodine), O (water). The yield is 53.0%. As a reaction SMILES: C([Mg]Cl)(C)C.Br[C:7]1[CH:8]=[N:9][CH:10]=[C:11]([C:13]#[C:14][C:15]2[CH:20]=[CH:19][C:18]([F:21])=[CH:17][CH:16]=2)[CH:12]=1.[I:22]I.O>O1CCCC1.C(OCC)C>[F:21][C:18]1[CH:19]=[CH:20][C:15]([C:14]#[C:13][C:11]2[CH:10]=[N:9][CH:8]=[C:7]([I:22])[CH:12]=2)=[CH:16][CH:17]=1. Procedure: Add a 2 M solution of isopropylmagnesium chloride in tetrahydrofuran (81 mL, 161.7 mmol) to a solution of 3-bromo-5-(4-fluorophenylethynyl)-pyridine, (prepared essentially as described in PREPARATION 24), (40.5 g, 147 mmol) in anhydrous tetrahydrofuran (400 mL) at room temperature under nitrogen. Stir for 1 h, add a solution of iodine (41 g, 161.7 mmol) in anhydrous tetrahydrofuran (250 mL) and stir for an additional 16 h. Add water (200 mL) to the reaction mixture, dilute with diethyl ether (40... Yields the product FC1=CC=C(C=C1)C#CC=1C=NC=C(C1)I (3-(4-Fluorophenylethynyl)-5-iodopyridine). Run in O1CCCC1 (tetrahydrofuran), O1CCCC1 (tetrahydrofuran), C(C)OCC (diethyl ether), O1CCCC1 (tetrahydrofuran). Conditions: time 1 hour. Starting materials: C(Cl)Cl (CH2Cl2), FC(S(=O)(=O)OC1=CC(=CC=2CCCCC12)C(=O)OCC)(F)F (Ethyl 4-(trifluoromethylsulfonyloxy)-5,6,7,8-tetrahydronaphthalene-2-carboxylate), O (water), ester, C[B-](F)(F)F.[K+] (potassium methyltrifluoroborate). Reagents/catalysts: C1=CC=C(C=C1)P([C-]2C=CC=C2)C3=CC=CC=C3.C1=CC=C(C=C1)P([C-]2C=CC=C2)C3=CC=CC=C3.Cl[Pd]Cl.[Fe+2] (PdCl2(dppf)). Solvent: C1CCOC1 (THF). Yields the product CC1=CC(=CC=2CCCCC12)C(=O)OCC (Ethyl 4-methyl-5,6,7,8-tetrahydronaphthalene-2-carboxylate). Reaction SMILES: C[B-](F)(F)F.[K+].[CH2:7](Cl)Cl.FC(F)(F)S(O[C:16]1[C:25]2[CH2:24][CH2:23][CH2:22][CH2:21][C:20]=2[CH:19]=[C:18]([C:26]([O:28][CH2:29][CH3:30])=[O:27])[CH:17]=1)(=O)=O.O>C1COCC1.C1C=CC(P(C2C=CC=CC=2)[C-]2C=CC=C2)=CC=1.C1C=CC(P(C2C=CC=CC=2)[C-]2C=CC=C2)=CC=1.Cl[Pd]Cl.[Fe+2]>[CH3:7][C:16]1[C:25]2[CH2:24][CH2:23][CH2:22][CH2:21][C:20]=2[CH:19]=[C:18]([C:26]([O:28][CH2:29][CH3:30])=[O:27])[CH:17]=1 |f:0.1,6.7.8.9|. Reported procedure: The ester is formed according to the method of Molander et al. (J. Org. Chem. 68, 5534, (2003)). To a stirring suspension of potassium methyltrifluoroborate (629.0 mg, 5.2 mmol) Cs2CO3 (5.0 g, 15.5 mmol), PdCl2(dppf).CH2Cl2 (46.0 mg, 0.057 mmol), and triflate (46.3) (2.0 g, 5.7 mmol) in 50 mL THF is added water (5 mL) under an argon atmosphere. Stirring the mixture at reflux until TLC confirms the consumption of the starting material. The mixture is cooled to room temperature, and is diluted wit... The reactants are CC(C)CC(=O)Cl, CCn1ncc2c(NC3CCOCC3)c(-c3nc(CC4CCNCC4)no3)cnc21, CCN(C(C)C)C(C)C, ClC(Cl)Cl, Cl. The product is CCn1ncc2c(NC3CCOCC3)c(-c3nc(CC4CCN(C(=O)CC(C)C)CC4)no3)cnc21. RXN SMILES: [C:1]([CH2:2][CH:3]([CH3:4])[CH3:5])(=[O:6])[Cl:7].[CH2:9]([CH3:10])[n:11]1[n:12][cH:13][c:14]2[c:15]1[n:16][cH:17][c:18](-[c:27]1[n:28][c:29]([CH2:32][CH:33]3[CH2:34][CH2:35][NH:36][CH2:37][CH2:38]3)[n:30][o:31]1)[c:19]2[NH:20][CH:21]1[CH2:22][CH2:23][O:24][CH2:25][CH2:26]1.[CH:39]([N:40]([CH:41]([CH3:42])[CH3:43])[CH2:44][CH3:45])([CH3:46])[CH3:47].[CH:48]([Cl:49])([Cl:50])[Cl:51].[ClH:8]>>[C:1]([CH2:2][CH:3]([CH3:4])[CH3:5])(=[O:6])[N:36]1[CH2:35][CH2:34][CH:33]([CH2:32][c:29]2[n:28][c:27](-[c:18]3[cH:17][n:16][c:15]4[n:11]([CH2:9][CH3:10])[n:12][cH:13][c:14]4[c:19]3[NH:20][CH:21]3[CH2:22][CH2:23][O:24][CH2:25][CH2:26]3)[o:31][n:30]2)[CH2:38][CH2:37]1. The reactants are N1(CCOCC1)C1=CC=C2CC(NC2=C1)=O (6-(morpholin-4-yl)-2-oxindole), C(=O)C=1NC=2CCCCC2C1CCC(=O)O (3-(2-formyl-4,5,6,7-tetrahydro-1H-indol-3-yl)propionic acid), N1CCCCC1 (piperidine). The solvent is C(C)O (ethanol). Product: N1(CCOCC1)C1=CC=C2C(C(NC2=C1)=O)=CC=1NC=2CCCCC2C1CCC(=O)O (3-[2-(6-Morpholin-4-yl-2-oxo-1,2-dihydroindol-3-ylidenemethyl)-4,5,6,7-tetrahydro-1H-indol-3-yl]propionic acid). Isolated yield 36.4%. RXN SMILES: [N:1]1([C:7]2[CH:15]=[C:14]3[C:10]([CH2:11][C:12](=[O:16])[NH:13]3)=[CH:9][CH:8]=2)[CH2:6][CH2:5][O:4][CH2:3][CH2:2]1.[CH:17]([C:19]1[NH:20][C:21]2[CH2:22][CH2:23][CH2:24][CH2:25][C:26]=2[C:27]=1[CH2:28][CH2:29][C:30]([OH:32])=[O:31])=O.N1CCCCC1>C(O)C>[N:1]1([C:7]2[CH:15]=[C:14]3[C:10]([C:11](=[CH:17][C:19]4[NH:20][C:21]5[CH2:22][CH2:23][CH2:24][CH2:25][C:26]=5[C:27]=4[CH2:28][CH2:29][C:30]([OH:32])=[O:31])[C:12](=[O:16])[NH:13]3)=[CH:9][CH:8]=2)[CH2:6][CH2:5][O:4][CH2:3][CH2:2]1. Procedure details: A mixture of 4 g of 6-(morpholin-4-yl)-2-oxindole, 3.75 g of 3-(2-formyl-4,5,6,7-tetrahydro-1H-indol-3-yl)propionic acid, and 1.8 mL of piperidine in ethanol (60 mL) was refluxed for 6 hrs. The reaction mixture was concentrated and acidified with 6 N hydrochloric acid to pH 6. The precipitate was collected by filtration, washed once with water, twice with ethyl acetate and twice with methanol to give 2.6 g of 3-[2-(6-Morpholin-4-yl-2-oxo-1,2-dihydroindol-3-ylidenemethyl)-4,5,6,7-tetrahydro-1H-in... Starting materials: NN1C(C=2C(C1=O)=CC=CC2)=O (N-aminophthalimide), COC1=C(C=C(C=O)C=C1)C (4-methoxy-3-methylbenzaldehyde). Run in C(C)O (ethanol). Yields the product COC1=C(C=C(C=C1)C=NN1C(C2=CC=CC=C2C1=O)=O)C (2-{[1-(4-Methoxy-3-methylphenyl)-methylidene]amino}isoindole-1,3-dione). The yield is 85.0%. Reaction SMILES: [NH2:1][N:2]1[C:6](=[O:7])[C:5]2=[CH:8][CH:9]=[CH:10][CH:11]=[C:4]2[C:3]1=[O:12].[CH3:13][O:14][C:15]1[CH:22]=[CH:21][C:18]([CH:19]=O)=[CH:17][C:16]=1[CH3:23]>C(O)C>[CH3:13][O:14][C:15]1[CH:22]=[CH:21][C:18]([CH:19]=[N:1][N:2]2[C:3](=[O:12])[C:4]3[C:5](=[CH:8][CH:9]=[CH:10][CH:11]=3)[C:6]2=[O:7])=[CH:17][C:16]=1[CH3:23]. Procedure details: N-aminophthalimide (1.62 g) and 4-methoxy-3-methylbenzaldehyde (1.50 g) were added to ethanol (20 ml), the mixture was stirred under heat reflux overnight. The mixture was allowed to cool to a room temperature, and then the precipitate was separated by filtration, washed with ethanol, and dried under a reduced pressure to give the title compound (2.50 g, 84%). Starting materials: COc1ccc2sccc2c1, CN(C)C=O, ClCCCl, O=S(Cl)Cl, O=S(=O)=O. Yields the product COc1ccc2scc(S(=O)(=O)Cl)c2c1. Reaction SMILES: [CH3:10][O:11][c:12]1[cH:13][c:14]2[c:15]([s:16][cH:17][cH:18]2)[cH:19][cH:20]1.[CH3:1][N:2]([CH3:3])[CH:4]=[O:5].[Cl:25][CH2:26][CH2:27][Cl:28].[S:21]([Cl:22])([Cl:23])=[O:24].[S:6](=[O:7])(=[O:8])=[O:9]>>[S:6](=[O:7])(=[O:9])([c:18]1[c:14]2[cH:13][c:12]([O:11][CH3:10])[cH:20][cH:19][c:15]2[s:16][cH:17]1)[Cl:23].